Dataset: the Open Reaction Database (ORD), a public repository of structured organic reaction records. Task: describe an organic reaction: reactants, conditions, products, and yield Starting materials: O=C1c2cccc(Cl)c2C(Br)c2cccc(Cl)c21, CCCO, C1CCOC1, [Ca+2], O=C([O-])[O-], O. Product: CCCOC1c2cccc(Cl)c2C(=O)c2cccc(Cl)c21. As a reaction SMILES: [Br:1][CH:2]1[c:3]2[cH:4][cH:5][cH:6][c:7]([Cl:18])[c:8]2[C:9](=[O:17])[c:10]2[cH:11][cH:12][cH:13][c:14]([Cl:16])[c:15]21.[CH2:24]([CH2:25][CH3:26])[OH:27].[CH2:29]1[O:30][CH2:31][CH2:32][CH2:33]1.[Ca+2:19].[O-:20][C:21](=[O:22])[O-:23].[OH2:28]>>[CH:2]1([O:27][CH2:24][CH2:25][CH3:26])[c:3]2[cH:4][cH:5][cH:6][c:7]([Cl:18])[c:8]2[C:9](=[O:17])[c:10]2[cH:11][cH:12][cH:13][c:14]([Cl:16])[c:15]21. Reactants: CC(C)([O-])C.[K+] (potassium tert-butoxide), CC1=C(C(=O)C=2C=NN(C2O)C(C)(C)C)C=CC(=C1C1=NOC(C1)CCl)S(=O)(=O)C (4-[2-methyl-3-(5-chloromethyl-4,5-dihydroisoxazol-3-yl)-4-methylsulfonylbenzoyl]-5-hydroxy-1-tert-butyl-1H-pyrazole), Cl (hydrochloric acid). Run in CS(=O)C (dimethyl sulfoxide). Conditions: time 8 hour. Product: CC1=C(C(=O)C=2C=NN(C2O)C(C)(C)C)C=CC(=C1C1=NOC2CC12)S(=O)(=O)C (4-[2-Methyl-3-(2-oxa-3-aza-bicyclo[3.1.0]hex-3-en-4-yl)-4-methylsulfonylbenzoyl]-5-hydroxy-1-tert-butyl-1H-pyrazole). RXN SMILES: CC(C)([O-])C.[K+].[CH3:7][C:8]1[C:25]([C:26]2[CH2:30][CH:29]([CH2:31]Cl)[O:28][N:27]=2)=[C:24]([S:33]([CH3:36])(=[O:35])=[O:34])[CH:23]=[CH:22][C:9]=1[C:10]([C:12]1[CH:13]=[N:14][N:15]([C:18]([CH3:21])([CH3:20])[CH3:19])[C:16]=1[OH:17])=[O:11].Cl>CS(C)=O>[CH3:7][C:8]1[C:25]([C:26]2[CH:30]3[CH:29]([CH2:31]3)[O:28][N:27]=2)=[C:24]([S:33]([CH3:36])(=[O:35])=[O:34])[CH:23]=[CH:22][C:9]=1[C:10]([C:12]1[CH:13]=[N:14][N:15]([C:18]([CH3:21])([CH3:20])[CH3:19])[C:16]=1[OH:17])=[O:11] |f:0.1|. Reported procedure: At room temperature, 0.17 g (1.50 mmol) of potassium tert-butoxide was added to a solution of 0.23 g (0.51 mmol) of 4-[2-methyl-3-(5-chloromethyl-4,5-dihydroisoxazol-3-yl)-4-methylsulfonylbenzoyl]-5-hydroxy-1-tert-butyl-1H-pyrazole in 2.5 ml of dimethyl sulfoxide, and the mixture was stirred overnight. The mixture was then stirred into 300 ml of 3% strength aqueous hydrochloric acid, the aqueous phase was extracted three times with in each case 200 ml of ethyl acetate and the combined organic ph... Starting materials: COC(=O)c1nc(CN(C)C)n(-c2ccc(Cl)cc2C(=O)c2ccccc2Cl)n1, CO, N. The product is CN(C)Cc1nc(C(N)=O)nn1-c1ccc(Cl)cc1C(=O)c1ccccc1Cl. As a reaction SMILES: [CH3:1][O:2][C:3](=[O:4])[c:5]1[n:6][n:7](-[c:14]2[c:15]([C:21]([c:22]3[c:23]([Cl:28])[cH:24][cH:25][cH:26][cH:27]3)=[O:29])[cH:16][c:17]([Cl:20])[cH:18][cH:19]2)[c:8]([CH2:10][N:11]([CH3:12])[CH3:13])[n:9]1.[CH3:31][OH:32].[NH3:30]>>[O:2]=[C:3]([c:5]1[n:6][n:7](-[c:14]2[c:15]([C:21]([c:22]3[c:23]([Cl:28])[cH:24][cH:25][cH:26][cH:27]3)=[O:29])[cH:16][c:17]([Cl:20])[cH:18][cH:19]2)[c:8]([CH2:10][N:11]([CH3:12])[CH3:13])[n:9]1)[NH2:30]. Reactants: COC=1C=C(/C=C/C(=O)O)C=C(C1)OC (trans-3,5-dimethoxycinnamic acid), S(=O)(Cl)Cl (thionyl chloride). Run in C(Cl)Cl (methylene chloride). The product is COC=1C=C(/C=C/C(=O)Cl)C=C(C1)OC (trans-3,5-dimethoxycinnamic acid chloride). As a reaction SMILES: [CH3:1][O:2][C:3]1[CH:4]=[C:5]([CH:11]=[C:12]([O:14][CH3:15])[CH:13]=1)/[CH:6]=[CH:7]/[C:8](O)=[O:9].S(Cl)([Cl:18])=O>C(Cl)Cl>[CH3:1][O:2][C:3]1[CH:4]=[C:5]([CH:11]=[C:12]([O:14][CH3:15])[CH:13]=1)/[CH:6]=[CH:7]/[C:8]([Cl:18])=[O:9]. Reported procedure: A mixture of trans-3,5-dimethoxycinnamic acid (15.30 g, 73.48 mmol) and thionyl chloride (13.11 g, 0.11 mol) were placed in a 250 mL single-necked round-bottomed flask fitted with a magnetic stirring bar and reflux condenser. Dry methylene chloride (80.0 mL) was added to the above mixture. The resulting solution was heated to reflux for 3 hours. Then, the solvent was removed under reduced pressure. The residue was dried under vacuum overnight to give a pale-yellow solid, trans-3,5-dimethoxycinna... Starting materials: ice water, C(C)(C)N1CC(OCC1)C(=O)OC1=C2CCCC2=CC=C1 (4-isopropyl-2-(1-oxo-4-indanyloxymethyl)morpholine), CBr (methyl bromide), Grignard reagent, [Mg] (magnesium). Run in O1CCCC1 (tetrahydrofuran), O1CCCC1 (tetrahydrofuran). The product is OC(C)(C1CN(CCO1)C(C)C)OC1=C2CCCC2=CC=C1 (2-(1-hydroxy-1-methyl-4-indanyloxymethyl)-4-isopropyl morpholine). RXN SMILES: [CH:1]([N:4]1[CH2:9][CH2:8][O:7][CH:6]([C:10]([O:12][C:13]2[CH:21]=[CH:20][CH:19]=[C:18]3[C:14]=2[CH2:15][CH2:16][CH2:17]3)=[O:11])[CH2:5]1)([CH3:3])[CH3:2].[Mg].[CH3:23]Br>O1CCCC1>[OH:11][C:10]([O:12][C:13]1[CH:21]=[CH:20][CH:19]=[C:18]2[C:14]=1[CH2:15][CH2:16][CH2:17]2)([CH:6]1[O:7][CH2:8][CH2:9][N:4]([CH:1]([CH3:3])[CH3:2])[CH2:5]1)[CH3:23]. Reported procedure: A solution of 1.2 g. (0.004 mole) of 4-isopropyl-2-(1-oxo-4-indanyloxymethyl)morpholine in 5 ml. of anhydrous tetrahydrofuran was added gradually under ice-cooling in a nitrgen gas stream to a solution of a Grignard reagent prepared from 0.41 g. (0.017 atom) of magnesium and methyl bromide using 30 ml. of anhydrous tetrahydrofuran as a solvent and thereafter the mixture was stirred for 2 hours at room temperature. Then, to the reaction mixture was added ice water and the product was extracted th... Reactants: CS(=O)(=O)N1CCN(CC1)CC1=CC=C2C=C(N(C2=C1)C(=O)[O-])C=1C(NC2=CC=CC=C2C1)=O (6-{[4-(methylsulfonyl)piperazin-1-yl]methyl}-2-(2-oxo-1,2-dihydroquinolin-3-yl)-1H-indole-1-carboxylate), C(=O)(C(F)(F)F)O (TFA), O (H2O), CSC (dimethylsulfide). The solvent is C(Cl)Cl (CH2Cl2). Run at time 1.5 hour. Yields the product CS(=O)(=O)N1CCN(CC1)CC1=CC=C2C=C(NC2=C1)C=1C(NC2=CC=CC=C2C1)=O (3-(6-{[4-(methylsulfonyl)piperazin-1-yl]methyl}-1H-indol-2-yl)quinolin-2(1H)-one). RXN SMILES: [CH3:1][S:2]([N:5]1[CH2:10][CH2:9][N:8]([CH2:11][C:12]2[CH:20]=[C:19]3[C:15]([CH:16]=[C:17]([C:24]4[C:25](=[O:34])[NH:26][C:27]5[C:32]([CH:33]=4)=[CH:31][CH:30]=[CH:29][CH:28]=5)[N:18]3C([O-])=O)=[CH:14][CH:13]=2)[CH2:7][CH2:6]1)(=[O:4])=[O:3].O.CSC.C(O)(C(F)(F)F)=O>C(Cl)Cl>[CH3:1][S:2]([N:5]1[CH2:6][CH2:7][N:8]([CH2:11][C:12]2[CH:20]=[C:19]3[C:15]([CH:16]=[C:17]([C:24]4[C:25](=[O:34])[NH:26][C:27]5[C:32]([CH:33]=4)=[CH:31][CH:30]=[CH:29][CH:28]=5)[NH:18]3)=[CH:14][CH:13]=2)[CH2:9][CH2:10]1)(=[O:3])=[O:4]. Procedure: Boc-indole 2-3 (120 mg, 0.22 mmol) was slurried in 3 mL of CH2Cl2, H2O (10 μL) and dimethylsulfide (10 μL). TFA (3 mL) was added and the reaction was observed to become homogenous. The reaction was then stirred for 1.5 hours. The excess TFA/CH2Cl2 was removed under reduced pressure. The residue was dissolved in DMSO and purified via reverse phase HPLC (95%-5% H2O/AcCN). The pure fractions were combined in a separatory funnel and the pH adjusted to 11 by the addition of 0.5N NaOH. The mixture was...